From a dataset of the Open Reaction Database (ORD), a public repository of structured organic reaction records. describe an organic reaction: reactants, conditions, products, and yield The reactants are BrC=1C=NC=C(C(=O)N)C1 (5-Bromonicotinamide), [Cu](C#N)C#N (copper cyanide), N (ammonia). Run in CN(C)C=O (DMF). Run at temperature 140 celsius, time 24 hour. Product: C(#N)C=1C=NC=C(C(=O)N)C1 (5-cyanonicotinamide). Yield: 16.6%. RXN SMILES: Br[C:2]1[CH:3]=[N:4][CH:5]=[C:6]([CH:10]=1)[C:7]([NH2:9])=[O:8].[Cu](C#N)[C:12]#[N:13].N>CN(C=O)C>[C:12]([C:2]1[CH:3]=[N:4][CH:5]=[C:6]([CH:10]=1)[C:7]([NH2:9])=[O:8])#[N:13]. Reported procedure: 5-Bromonicotinamide (905 mg) and copper cyanide (630 mg) were suspended in DMF (15 ml) and the mixture was stirred at 140° C. for 24 hrs. Aqueous ammonia was added to the reaction mixture at room temperature and the solvent was evaporated under reduced pressure. The residue was subjected to silica gel column chromatography (eluent, methanol:ethyl acetate=1:10) for purification to give the title compound (110 mg) as a colorless powder. Yields the product Oc1ccc2[nH]ncc2c1C=Nc1ccccc1. The reactants are CCO, Oc1ccc2[nH]ncc2c1, CCOC=Nc1ccccc1. As a reaction SMILES: [CH3:22][CH2:23][OH:24].[OH:1][c:2]1[cH:3][c:4]2[cH:5][n:6][nH:7][c:8]2[cH:9][cH:10]1.[c:11]1([N:17]=[CH:18][O:19][CH2:20][CH3:21])[cH:12][cH:13][cH:14][cH:15][cH:16]1>>[OH:1][c:2]1[c:3]([CH:18]=[N:17][c:11]2[cH:12][cH:13][cH:14][cH:15][cH:16]2)[c:4]2[cH:5][n:6][nH:7][c:8]2[cH:9][cH:10]1. Reactants: C(N)(=O)C(C1=CC=CC=C1)(C1=CC=CC=C1)C1CNCC1 (3-(R,S)-(1-carbamoyl-1,1-diphenylmethyl)pyrrolidine), CC=1C=C(CCBr)C=CC1C (3,4-dimethylphenethyl bromide), C([O-])([O-])=O.[K+].[K+] (potassium carbonate), C(C)#N (acetonitrile). Solvent: O (water). Yields the product C(N)(=O)C(C1=CC=CC=C1)(C1=CC=CC=C1)C1CN(CC1)CCC1=CC(=C(C=C1)C)C (3-(R,S)-(1-carbamoyl-1,1-diphenylmethyl)-1-(3,4-dimethylphenethyl)pyrrolidine). RXN SMILES: [C:1]([C:4]([CH:17]1[CH2:21][CH2:20][NH:19][CH2:18]1)([C:11]1[CH:16]=[CH:15][CH:14]=[CH:13][CH:12]=1)[C:5]1[CH:10]=[CH:9][CH:8]=[CH:7][CH:6]=1)(=[O:3])[NH2:2].[CH3:22][C:23]1[CH:24]=[C:25]([CH:29]=[CH:30][C:31]=1[CH3:32])[CH2:26][CH2:27]Br.C(=O)([O-])[O-].[K+].[K+].C(#N)C>O>[C:1]([C:4]([CH:17]1[CH2:21][CH2:20][N:19]([CH2:27][CH2:26][C:25]2[CH:29]=[CH:30][C:31]([CH3:32])=[C:23]([CH3:22])[CH:24]=2)[CH2:18]1)([C:11]1[CH:12]=[CH:13][CH:14]=[CH:15][CH:16]=1)[C:5]1[CH:10]=[CH:9][CH:8]=[CH:7][CH:6]=1)(=[O:3])[NH2:2] |f:2.3.4|. Reported procedure: A mixture containing 3-(R,S)-(1-carbamoyl-1,1-diphenylmethyl)pyrrolidine (0.5 g--see Preparation 8), 3,4-dimethylphenethyl bromide (0.4 g--see Preparation 18), anhydrous potassium carbonate (0.5 g) and acetonitrile (10 ml) was heated under reflux for 2 hours. On cooling to room temperature, water (80 ml) was added and the mixture was extracted with dichloromethane (3×70 ml). The combined dichloromethane extracts were dried (MgSO4) and concentrated in vacuo to give a yellow oil which was purified... Starting materials: C(C)(C)(C)OC(=O)CN1C(\C(\C(\C1=O)=C/C1=CC(=C(C(=C1)OC)OC)OC)=C\C1=CC=CC=C1)=O ((3E,4E)-1-t-butoxycarbonylmethyl-3-benzylidene-4-(3,4,5-trimethoxybenzylidene)-2,5-pyrrolidinedione), FC(C(=O)O)(F)F (trifluoroacetic acid). Solvent: ClCCl (dichloromethane). Conditions: time 4 hour. The product is C(=O)(O)CN1C(\C(\C(\C1=O)=C/C1=CC(=C(C(=C1)OC)OC)OC)=C\C1=CC=CC=C1)=O ((3E,4E)-1-carboxymethyl-3-benzylidene-4-(3,4,5-trimethoxybenzylidene)-2,5-pyrrolidinedione). Isolated yield 80.9%. Reaction SMILES: C([O:5][C:6]([CH2:8][N:9]1[C:13](=[O:14])/[C:12](=[CH:15]/[C:16]2[CH:21]=[C:20]([O:22][CH3:23])[C:19]([O:24][CH3:25])=[C:18]([O:26][CH3:27])[CH:17]=2)/[C:11](=[CH:28]\[C:29]2[CH:34]=[CH:33][CH:32]=[CH:31][CH:30]=2)/[C:10]1=[O:35])=[O:7])(C)(C)C.FC(F)(F)C(O)=O>ClCCl>[C:6]([CH2:8][N:9]1[C:13](=[O:14])/[C:12](=[CH:15]/[C:16]2[CH:21]=[C:20]([O:22][CH3:23])[C:19]([O:24][CH3:25])=[C:18]([O:26][CH3:27])[CH:17]=2)/[C:11](=[CH:28]\[C:29]2[CH:30]=[CH:31][CH:32]=[CH:33][CH:34]=2)/[C:10]1=[O:35])([OH:7])=[O:5]. Reported procedure: To a solution of (3E,4E)-1-t-butoxycarbonylmethyl-3-benzylidene-4-(3,4,5-trimethoxybenzylidene)-2,5-pyrrolidinedione (3.5 g) obtained in Example 42 in dichloromethane (40 ml) is added trifluoroacetic acid (10 ml) at room temperature, and the mixture is allowed to stand for 4 hours. The mixture is evaporated under reduced pressure to remove the solvent, and to the residue is added trichloromethane. The mixture is washed, dried, and evaporated to remove the solvent. The resulting residue is crysta... Reactants: S(=O)(=O)(N)N (sulphamide), ClCC=O (chloroacetaldehyde). Run in Cl (hydrochloric acid). Conditions: time 5 minute. The product is ClCC1NS(NC(NS(N1)(=O)=O)CCl)(=O)=O (3,7-Di-(chloromethyl)-1,5-dithia-2,4,6,8-tetra-aza-cyclooctane-1,1,5,5-tetraoxide). Yield: 70.0%. Reaction SMILES: [S:1]([NH2:5])([NH2:4])(=[O:3])=[O:2].[Cl:6][CH2:7][CH:8]=O>Cl>[Cl:6][CH2:7][CH:8]1[NH:5][S:1](=[O:3])(=[O:2])[NH:4][CH:8]([CH2:7][Cl:6])[NH:5][S:1](=[O:3])(=[O:2])[NH:4]1. Procedure details: 0.01 mole of sulphamide in 5 ml of concentrated hydrochloric acid are added to 0.012 mole of chloroacetaldehyde, at room temperature whilst stirring. After 5 minutes, the precipitate which has formed is filtered off and washed with ice water, dried and recrystallised from acetone/petroleum ether. 3,7-Di-(chloromethyl)-1,5-dithia-2,4,6,8-tetra-aza-cyclooctane-1,1,5,5-tetraoxide is obtained as colourless crystals of melting point 175° C (decomposition) in a yield of 70% of the theoretical yield. Reactants: CNC1=NC=C(C=C1N)C(F)(F)F (N2-methyl-5-trifluoromethylpyridine-2,3-diamine), C(C)SC1=C(C(=O)Cl)C=CC=C1 (2-ethylsulfanylbenzoic acid chloride), C(O)([O-])=O.[Na+] (sodium hydrogen carbonate). Solvent: O (water). Conditions: temperature 50 celsius, time 2 hour. Product: CNC1=NC=C(C=C1NC(C1=C(C=CC=C1)SCC)=O)C(F)(F)F (N-(2-methylamino-5-trifluoromethylpyridine-3-yl)-2-ethylsulfanyl-benzamide). The yield is 100.7%. Reaction SMILES: [CH3:1][NH:2][C:3]1[C:8]([NH2:9])=[CH:7][C:6]([C:10]([F:13])([F:12])[F:11])=[CH:5][N:4]=1.[CH2:14]([S:16][C:17]1[CH:25]=[CH:24][CH:23]=[CH:22][C:18]=1[C:19](Cl)=[O:20])[CH3:15].C(=O)([O-])O.[Na+]>O>[CH3:1][NH:2][C:3]1[C:8]([NH:9][C:19](=[O:20])[C:18]2[CH:22]=[CH:23][CH:24]=[CH:25][C:17]=2[S:16][CH2:14][CH3:15])=[CH:7][C:6]([C:10]([F:13])([F:11])[F:12])=[CH:5][N:4]=1 |f:2.3|. Procedure: To a mixture of N2-methyl-5-trifluoromethylpyridine-2,3-diamine (3.82 g) and THE (40 ml), 2-ethylsulfanylbenzoic acid chloride (4.42 g) was added, stirred at 50° C. for 2 hours, then stirred under reflux for 2 hours. After the mixture was allowed to cool to room temperature, sodium hydrogen carbonate (1.85 g) was added thereto, and stirred at 50° C. for 2 hours. After the mixture was allowed to cool to room temperature, water was poured thereinto, and then the precipitated solid was collected by... Reactants: O=C=Nc1ccc(Cl)c(C(F)(F)F)c1, ClCCl, Nc1ccc(-n2cnc3ccncc32)cc1. Yields the product O=C(Nc1ccc(-n2cnc3ccncc32)cc1)Nc1ccc(Cl)c(C(F)(F)F)c1. As a reaction SMILES: [Cl:17][c:18]1[c:19]([C:27]([F:28])([F:29])[F:30])[cH:20][c:21]([N:24]=[C:25]=[O:26])[cH:22][cH:23]1.[Cl:31][CH2:32][Cl:33].[n:1]1[cH:2][n:3](-[c:10]2[cH:11][cH:12][c:13]([NH2:14])[cH:15][cH:16]2)[c:4]2[cH:5][n:6][cH:7][cH:8][c:9]12>>[n:1]1[cH:2][n:3](-[c:10]2[cH:11][cH:12][c:13]([NH:14][C:25]([NH:24][c:21]3[cH:20][c:19]([C:27]([F:28])([F:29])[F:30])[c:18]([Cl:17])[cH:23][cH:22]3)=[O:26])[cH:15][cH:16]2)[c:4]2[cH:5][n:6][cH:7][cH:8][c:9]12.